Dataset: the Open Reaction Database (ORD), a public repository of structured organic reaction records. Task: describe an organic reaction: reactants, conditions, products, and yield Reactants: C1CCOC1, CO, COC(=O)C1CCN(c2ccc(Cl)cc2NC(=O)NC(=O)c2cc(F)c(F)cc2Cl)CC1, [Li+], [OH-], O. Yields the product O=C(NC(=O)c1cc(F)c(F)cc1Cl)Nc1cc(Cl)ccc1N1CCC(C(=O)O)CC1. Reaction SMILES: [CH2:38]1[O:39][CH2:40][CH2:41][CH2:42]1.[CH3:36][OH:37].[Cl:1][c:2]1[c:3]([C:4](=[O:5])[NH:6][C:7]([NH:8][c:9]2[c:10]([N:16]3[CH2:17][CH2:18][CH:19]([C:22](=[O:23])[O:24][CH3:25])[CH2:20][CH2:21]3)[cH:11][cH:12][c:13]([Cl:15])[cH:14]2)=[O:26])[cH:27][c:28]([F:32])[c:29]([F:31])[cH:30]1.[Li+:33].[OH-:34].[OH2:35]>>[Cl:1][c:2]1[c:3]([C:4](=[O:5])[NH:6][C:7]([NH:8][c:9]2[c:10]([N:16]3[CH2:17][CH2:18][CH:19]([C:22](=[O:23])[OH:24])[CH2:20][CH2:21]3)[cH:11][cH:12][c:13]([Cl:15])[cH:14]2)=[O:26])[cH:27][c:28]([F:32])[c:29]([F:31])[cH:30]1. Starting materials: FC1=CC=C(C=C1)C1=C(N=C(N1)C1=CC=C(C=C1)O)C(=O)NC=1SC=CN1 (5-(4-Fluorophenyl)-2-(4-hydroxyphenyl)-N-(2-thiazolyl)-imidazole-4-carboxamide), CN(CCO)C (2-dimethylaminoethanol), C1(=CC=CC=C1)P(C1=CC=CC=C1)C1=CC=CC=C1 (triphenylphosphine), N(=NC(=O)OCC)C(=O)OCC (diethyl azodicarboxylate). Yields the product FC1=CC=C(C=C1)C1=C(N=C(N1)C1=CC=C(C=C1)OCCN(C)C)C(=O)NC=1SC=CN1 (5-(4-fluorophenyl)-2-(4-(2-dimethylaminoethyloxy)phenyl)-N-(2-thiazolyl)imidazole-4-carboxamide). As a reaction SMILES: [F:1][C:2]1[CH:7]=[CH:6][C:5]([C:8]2[NH:12][C:11]([C:13]3[CH:18]=[CH:17][C:16]([OH:19])=[CH:15][CH:14]=3)=[N:10][C:9]=2[C:20]([NH:22][C:23]2[S:24][CH:25]=[CH:26][N:27]=2)=[O:21])=[CH:4][CH:3]=1.[CH3:28][N:29]([CH3:33])[CH2:30][CH2:31]O.C1(P(C2C=CC=CC=2)C2C=CC=CC=2)C=CC=CC=1.N(C(OCC)=O)=NC(OCC)=O>>[F:1][C:2]1[CH:7]=[CH:6][C:5]([C:8]2[NH:12][C:11]([C:13]3[CH:18]=[CH:17][C:16]([O:19][CH2:31][CH2:30][N:29]([CH3:33])[CH3:28])=[CH:15][CH:14]=3)=[N:10][C:9]=2[C:20]([NH:22][C:23]2[S:24][CH:25]=[CH:26][N:27]=2)=[O:21])=[CH:4][CH:3]=1. Procedure details: 5-(4-Fluorophenyl)-2-(4-hydroxyphenyl)-N-(2-thiazolyl)-imidazole-4-carboxamide, 2-dimethylaminoethanol, triphenylphosphine and diethyl azodicarboxylate are reacted and treated in the same manner as in Example 24 to give 5-(4-fluorophenyl)-2-(4-(2-dimethylaminoethyloxy)phenyl)-N-(2-thiazolyl)imidazole-4-carboxamide. Reactants: COC(COC1=CC2=C(C(=CC=C2C=C1)OCCOCCOCCOC1=C(C(=C(C=C1)C(C)=O)O)CCC)C(C)=O)=O ([[8-acetyl-7-[2-[2-[2-(4-acetyl-3-hydroxy-2-propylphenoxy)ethoxy]ethoxy]ethoxy]-2-naphthalenyl]oxy]acetic acid methyl ester), [OH-].[Na+] (sodium hydroxide). The solvent is CO (methanol). Product: C(C)(=O)C=1C(=CC=C2C=CC(=CC12)OCC(=O)O)OCCOCCOCCOC1=C(C(=C(C=C1)C(C)=O)O)CCC ([[8-acetyl-7-[2-[2-[2-(4-acetyl-3-hydroxy-2-propylphenoxy)ethoxy]ethoxy]ethoxy]-2-naphthalenyl]oxy]acetic acid). The yield is 88.8%. Reaction SMILES: C[O:2][C:3](=[O:42])[CH2:4][O:5][C:6]1[CH:15]=[CH:14][C:13]2[C:8](=[C:9]([C:39](=[O:41])[CH3:40])[C:10]([O:16][CH2:17][CH2:18][O:19][CH2:20][CH2:21][O:22][CH2:23][CH2:24][O:25][C:26]3[CH:31]=[CH:30][C:29]([C:32](=[O:34])[CH3:33])=[C:28]([OH:35])[C:27]=3[CH2:36][CH2:37][CH3:38])=[CH:11][CH:12]=2)[CH:7]=1.[OH-].[Na+]>CO>[C:39]([C:9]1[C:10]([O:16][CH2:17][CH2:18][O:19][CH2:20][CH2:21][O:22][CH2:23][CH2:24][O:25][C:26]2[CH:31]=[CH:30][C:29]([C:32](=[O:34])[CH3:33])=[C:28]([OH:35])[C:27]=2[CH2:36][CH2:37][CH3:38])=[CH:11][CH:12]=[C:13]2[C:8]=1[CH:7]=[C:6]([O:5][CH2:4][C:3]([OH:42])=[O:2])[CH:15]=[CH:14]2)(=[O:41])[CH3:40] |f:1.2|. Reported procedure: A solution of 1.8 g of [[8-acetyl-7-[2-[2-[2-(4-acetyl-3-hydroxy-2-propylphenoxy)ethoxy]ethoxy]ethoxy]-2-naphthalenyl]oxy]acetic acid methyl ester and 31 ml of 1N sodium hydroxide in 60 ml of methanol was stirred at reflux for 1 hour. The methanol was removed in vacuo and the aqeuous solution was acidified to pH 3. The gummy precipitate was extracted with methylene chloride, washed with water, dried (magnesium sulfate) and concentrated in vacuo to give an oil which was triturated with ether to y... Yields the product CC(=O)NCc1ccc(CN(Cc2ncc(Cl)cc2C)C2CCCc3cccnc32)c(CO)c1. Reaction SMILES: [Cl:26][c:27]1[cH:28][c:29]([CH3:35])[c:30]([CH:33]=[O:34])[n:31][cH:32]1.[Cl:36][CH2:37][Cl:38].[OH:1][CH2:2][c:3]1[cH:4][c:5]([CH2:6][NH:7][C:8]([CH3:9])=[O:10])[cH:11][cH:12][c:13]1[CH2:14][NH:15][CH:16]1[CH2:17][CH2:18][CH2:19][c:20]2[cH:21][cH:22][cH:23][n:24][c:25]21>>[OH:1][CH2:2][c:3]1[cH:4][c:5]([CH2:6][NH:7][C:8]([CH3:9])=[O:10])[cH:11][cH:12][c:13]1[CH2:14][N:15]([CH:16]1[CH2:17][CH2:18][CH2:19][c:20]2[cH:21][cH:22][cH:23][n:24][c:25]21)[CH2:33][c:30]1[c:29]([CH3:35])[cH:28][c:27]([Cl:26])[cH:32][n:31]1. The reactants are Cc1cc(Cl)cnc1C=O, ClCCl, CC(=O)NCc1ccc(CNC2CCCc3cccnc32)c(CO)c1. The reactants are FC1=CC=C(C=C1)C1=NN2C(NC(CC2)=O)=C1C1=CC=NC=C1 (2-(4-fluorophenyl)-5-oxo-3-(pyridin-4-yl)-4,5,6,7-tetrahydropyrazolo[1,5-a]pyrimidine), CI (methyl iodide), O (water), [H-].[Na+] (sodium hydride). Run in CN(C=O)C (N,N-dimethylformamide), CN(C=O)C (N,N-dimethylformamide), CN(C=O)C (N,N-dimethylformamide). Conditions: time 30 minute. Product: FC1=CC=C(C=C1)C1=NN2C(N(C(CC2)=O)C)=C1C1=CC=NC=C1 (2-(4-fluorophenyl)-4-methyl-5-oxo-3-(pyridin-4-yl)-4,5,6,7-tetrahydropyrazolo[1,5-a]pyrimidine). Isolated yield 68.9%. As a reaction SMILES: [H-].[Na+].[F:3][C:4]1[CH:9]=[CH:8][C:7]([C:10]2[C:19]([C:20]3[CH:25]=[CH:24][N:23]=[CH:22][CH:21]=3)=[C:13]3[NH:14][C:15](=[O:18])[CH2:16][CH2:17][N:12]3[N:11]=2)=[CH:6][CH:5]=1.[CH3:26]I.O>CN(C)C=O>[F:3][C:4]1[CH:9]=[CH:8][C:7]([C:10]2[C:19]([C:20]3[CH:25]=[CH:24][N:23]=[CH:22][CH:21]=3)=[C:13]3[N:14]([CH3:26])[C:15](=[O:18])[CH2:16][CH2:17][N:12]3[N:11]=2)=[CH:6][CH:5]=1 |f:0.1|. Procedure details: To a suspension of sodium hydride (60% dispersion in mineral oil, 35 mg) in dry N,N-dimethylformamide (5 ml) was added a solution of 2-(4-fluorophenyl)-5-oxo-3-(pyridin-4-yl)-4,5,6,7-tetrahydropyrazolo[1,5-a]pyrimidine (250 mg) in dry N,N-dimethylformamide (3 ml) dropwise under ice cooling. The mixture was stirred for 30 minutes and to the mixture was added a solution of methyl iodide (125 mg) in dry N,N-dimethylformamide (2 ml). The mixture was stirred at ambient temperature for 2 hours and pou... The product is Fc1ccc(CC2CO2)cc1. The reactants are O=C([O-])[O-], O=C(OO)c1cccc(Cl)c1, ClCCl, C=CCc1ccc(F)cc1, [K+], [K+]. Reaction SMILES: [C:22](=[O:23])([O-:24])[O-:25].[Cl:1][c:2]1[cH:3][c:4]([C:5]([O:6][OH:7])=[O:9])[cH:8][cH:10][cH:11]1.[Cl:28][CH2:29][Cl:30].[F:12][c:13]1[cH:14][cH:15][c:16]([CH2:19][CH:20]=[CH2:21])[cH:17][cH:18]1.[K+:26].[K+:27]>>[O:9]1[CH:20]([CH2:19][c:16]2[cH:15][cH:14][c:13]([F:12])[cH:18][cH:17]2)[CH2:21]1. Starting materials: C1CCOC1, COc1cc(-n2cnc(Cl)cc2=O)ccc1OCC(C)(C)O, OCc1ccc(Cl)cc1, [H-], [Na+]. Product: COc1cc(-n2cnc(OCc3ccc(Cl)cc3)cc2=O)ccc1OCC(C)(C)O. Reaction SMILES: [CH2:34]1[O:35][CH2:36][CH2:37][CH2:38]1.[Cl:12][c:13]1[cH:14][c:15](=[O:33])[n:16](-[c:19]2[cH:20][c:21]([O:31][CH3:32])[c:22]([O:25][CH2:26][C:27]([CH3:28])([CH3:29])[OH:30])[cH:23][cH:24]2)[cH:17][n:18]1.[Cl:3][c:4]1[cH:5][cH:6][c:7]([CH2:10][OH:11])[cH:8][cH:9]1.[H-:1].[Na+:2]>>[Cl:3][c:4]1[cH:5][cH:6][c:7]([CH2:10][O:11][c:13]2[cH:14][c:15](=[O:33])[n:16](-[c:19]3[cH:20][c:21]([O:31][CH3:32])[c:22]([O:25][CH2:26][C:27]([CH3:28])([CH3:29])[OH:30])[cH:23][cH:24]3)[cH:17][n:18]2)[cH:8][cH:9]1.